This data is from the Open Reaction Database (ORD), a public repository of structured organic reaction records. The task is: describe an organic reaction: reactants, conditions, products, and yield The reactants are CC(C)(C)[O-], N#Cc1c(Cl)nc(NCCO)c(C#N)c1-c1ccccc1, [K+], OCc1ccccc1. Yields the product N#Cc1c(NCCO)nc(OCc2ccccc2)c(C#N)c1-c1ccccc1. RXN SMILES: [CH3:22][C:23]([CH3:24])([O-:25])[CH3:26].[Cl:1][c:2]1[n:3][c:4]([NH:18][CH2:19][CH2:20][OH:21])[c:5]([C:16]#[N:17])[c:6](-[c:10]2[cH:11][cH:12][cH:13][cH:14][cH:15]2)[c:7]1[C:8]#[N:9].[K+:27].[OH:28][CH2:29][c:30]1[cH:31][cH:32][cH:33][cH:34][cH:35]1>>[c:2]1([O:28][CH2:29][c:30]2[cH:31][cH:32][cH:33][cH:34][cH:35]2)[n:3][c:4]([NH:18][CH2:19][CH2:20][OH:21])[c:5]([C:16]#[N:17])[c:6](-[c:10]2[cH:11][cH:12][cH:13][cH:14][cH:15]2)[c:7]1[C:8]#[N:9]. Procedure: A mixture of 6-fluoro-3-(4-piperidinyl)-1,2-benzisoxazole (4.3 g, 19.5 mmol), 4-(3-chloropropoxy)-3-hydroxy-α-methylbenzenemethanol (4.5 g, 19.5 mmol), KI (200 mg), NaHCO3 (1.8 g, 21.5 mmol) and CH3CN (125 ml) was stirred at reflux under nitrogen for 24 hours. The cooled reaction was filtered and the filter cake was washed with CH3CN. The filtrate was concentrated to afford an oily residue, which was partitioned between water and ethyl acetate. The ethyl acetate extract was washed with water, dr... Reactants: FC1=CC2=C(C(=NO2)C2CCNCC2)C=C1 (6-fluoro-3-(4-piperidinyl)-1,2-benzisoxazole), ClCCCOC1=C(C=C(C=C1)C(O)C)O (4-(3-chloropropoxy)-3-hydroxy-α-methylbenzenemethanol), C(=O)(O)[O-].[Na+] (NaHCO3), CC#N (CH3CN). Product: FC1=CC2=C(C(=NO2)C2CCN(CC2)CCCOC2=C(C=CC=C2O)C(O)C)C=C1 (3-[4-(6-Fluoro-1,2-benzisoxazol-3-yl)-1-piperidinyl]propoxyl-3-hydroxy-α-methylbenzene methanol). As a reaction SMILES: [F:1][C:2]1[CH:16]=[CH:15][C:5]2[C:6]([CH:9]3[CH2:14][CH2:13][NH:12][CH2:11][CH2:10]3)=[N:7][O:8][C:4]=2[CH:3]=1.Cl[CH2:18][CH2:19][CH2:20][O:21][C:22]1[CH:27]=[CH:26][C:25](C(C)O)=[CH:24][C:23]=1[OH:31].[C:32]([O-:35])(O)=O.[Na+].[CH3:37]C#N>>[F:1][C:2]1[CH:16]=[CH:15][C:5]2[C:6]([CH:9]3[CH2:10][CH2:11][N:12]([CH2:18][CH2:19][CH2:20][O:21][C:22]4[C:23]([OH:31])=[CH:24][CH:25]=[CH:26][C:27]=4[CH:32]([CH3:37])[OH:35])[CH2:13][CH2:14]3)=[N:7][O:8][C:4]=2[CH:3]=1 |f:2.3|. Procedure: A mixture of 1-(2,3-epoxypropyl)indole-3-carboxaldehyde (0.5 g, 2.5 mmol), N,N-dimethylamine hydrochloride (4 g, 49 mmol) and anhydrous potassium hydroxide (2.75 g, 49 mmol) was stirred in dry methanol (50 ml) at −30° C. for 8 h., then allowed to slowly warm to room temperature. The mixture was concentrated under reduced pressure to half the original volume, then water was added and the mixture was extracted with dichloromethane. After drying with anhydrous sodium sulfate the solvent was removed... Product: OC(CN1C=C(C2=CC=CC=C12)C=O)CN(C)C (1-(2-hydroxy-N,N-dimethyl-3-aminopropyl)indole-3-carboxaldehyde). The reactants are O1C(CN2C=C(C3=CC=CC=C23)C=O)C1 (1-(2,3-epoxypropyl)indole-3-carboxaldehyde), Cl.CNC (N,N-dimethylamine hydrochloride), [OH-].[K+] (potassium hydroxide). As a reaction SMILES: [O:1]1[CH2:15][CH:2]1[CH2:3][N:4]1[C:12]2[C:7](=[CH:8][CH:9]=[CH:10][CH:11]=2)[C:6]([CH:13]=[O:14])=[CH:5]1.Cl.[CH3:17][NH:18][CH3:19].[OH-].[K+]>CO>[OH:1][CH:2]([CH2:15][N:18]([CH3:19])[CH3:17])[CH2:3][N:4]1[C:12]2[C:7](=[CH:8][CH:9]=[CH:10][CH:11]=2)[C:6]([CH:13]=[O:14])=[CH:5]1 |f:1.2,3.4|. Isolated yield 79.6%. The solvent is CO (methanol). The reactants are O=C([O-])[O-], CC(C)=O, O=C(Cl)c1ccc(Cl)cc1, Cl, [K+], [K+], NC(Cc1c[nH]c2ccccc12)C(=O)O, O. The product is O=C(NC(Cc1c[nH]c2ccccc12)C(=O)O)c1ccc(Cl)cc1. As a reaction SMILES: [C:16](=[O:17])([O-:18])[O-:19].[CH3:33][C:34](=[O:35])[CH3:36].[Cl:22][C:23](=[O:24])[c:25]1[cH:26][cH:27][c:28]([Cl:29])[cH:30][cH:31]1.[ClH:32].[K+:20].[K+:21].[NH2:1][CH:2]([CH2:3][c:4]1[cH:5][nH:6][c:7]2[cH:8][cH:9][cH:10][cH:11][c:12]12)[C:13](=[O:14])[OH:15].[OH2:37]>>[NH:1]([CH:2]([CH2:3][c:4]1[cH:5][nH:6][c:7]2[cH:8][cH:9][cH:10][cH:11][c:12]12)[C:13](=[O:14])[OH:15])[C:23](=[O:24])[c:25]1[cH:26][cH:27][c:28]([Cl:29])[cH:30][cH:31]1. RXN SMILES: [Cl:31][C:32](=[O:33])[O:34][c:35]1[cH:36][cH:37][c:38]([N+:41](=[O:42])[O-:43])[cH:39][cH:40]1.[Cl:44][CH2:45][Cl:46].[NH2:1][c:2]1[c:3]([C:24](=[O:25])[NH:26][C:27]([CH3:28])([CH3:29])[CH3:30])[s:4][c:5]2[n:6][c:7](-[c:18]3[cH:19][cH:20][cH:21][cH:22][cH:23]3)[n:8][c:9](-[c:11]3[cH:12][c:13]([NH2:17])[cH:14][cH:15][cH:16]3)[c:10]12>>[NH2:1][c:2]1[c:3]([C:24](=[O:25])[NH:26][C:27]([CH3:28])([CH3:29])[CH3:30])[s:4][c:5]2[n:6][c:7](-[c:18]3[cH:19][cH:20][cH:21][cH:22][cH:23]3)[n:8][c:9](-[c:11]3[cH:12][c:13]([NH:17][C:32](=[O:33])[O:34][c:35]4[cH:36][cH:37][c:38]([N+:41](=[O:42])[O-:43])[cH:39][cH:40]4)[cH:14][cH:15][cH:16]3)[c:10]12. Starting materials: O=C(Cl)Oc1ccc([N+](=O)[O-])cc1, ClCCl, CC(C)(C)NC(=O)c1sc2nc(-c3ccccc3)nc(-c3cccc(N)c3)c2c1N. Yields the product CC(C)(C)NC(=O)c1sc2nc(-c3ccccc3)nc(-c3cccc(NC(=O)Oc4ccc([N+](=O)[O-])cc4)c3)c2c1N.